Dataset: the Open Reaction Database (ORD), a public repository of structured organic reaction records. Task: describe an organic reaction: reactants, conditions, products, and yield The reactants are ( 13.5 ), O (water), C(C)SCC(CN)O (2-hydroxy-3-aminopropyl ethyl sulfide), C(C1=CC=CC=C1)=O (benzaldehyde). Solvent: C1=CC=CC=C1 (benzene). The product is C1(=CC=CC=C1)C1OC(CN1)CSCC (2-Phenyl-5-ethylthiomethyl oxazolidine). RXN SMILES: [CH2:1]([S:3][CH2:4][CH:5]([OH:8])[CH2:6][NH2:7])[CH3:2].[CH:9](=O)[C:10]1[CH:15]=[CH:14][CH:13]=[CH:12][CH:11]=1.O>C1C=CC=CC=1>[C:10]1([CH:9]2[NH:7][CH2:6][CH:5]([CH2:4][S:3][CH2:1][CH3:2])[O:8]2)[CH:15]=[CH:14][CH:13]=[CH:12][CH:11]=1. Procedure details: Thirteen and five tenths (13.5) grams of 2-hydroxy-3-aminopropyl ethyl sulfide and 10.6 grams of benzaldehyde were combined in 100 milliliters of benzene and refluxed under a modified Dean-Stark apparatus until about 2 milliliters of water had been azetropically removed. The mixture was cooled to room temperature and the volume adjusted to 89.2 milliliters (4 milliliters=1 gram). Aliquots of this mixture were used in subsequent reactions. Procedure details: To a solution of 4-chloro-3-iodo-1H-pyrazolo[4,3-c]pyridine (1.0 g) obtained in Step C of Example 305 in DMF (10 mL) was added sodium hydride (60%, 130 mg) under ice-cooling, and the mixture was stirred at room temperature for 1 hr. To the reaction mixture was added trityl chloride (1.1 g) at room temperature, and the mixture was stirred for 15 hr. To the reaction mixture was added water, and the resulting solid was collected by filtration, and dried to give the title compound (1.7 g). RXN SMILES: [Cl:1][C:2]1[C:7]2[C:8]([I:11])=[N:9][NH:10][C:6]=2[CH:5]=[CH:4][N:3]=1.[H-].[Na+].[C:14](Cl)([C:27]1[CH:32]=[CH:31][CH:30]=[CH:29][CH:28]=1)([C:21]1[CH:26]=[CH:25][CH:24]=[CH:23][CH:22]=1)[C:15]1[CH:20]=[CH:19][CH:18]=[CH:17][CH:16]=1.O>CN(C=O)C>[Cl:1][C:2]1[C:7]2[C:8]([I:11])=[N:9][N:10]([C:14]([C:15]3[CH:20]=[CH:19][CH:18]=[CH:17][CH:16]=3)([C:27]3[CH:28]=[CH:29][CH:30]=[CH:31][CH:32]=3)[C:21]3[CH:22]=[CH:23][CH:24]=[CH:25][CH:26]=3)[C:6]=2[CH:5]=[CH:4][N:3]=1 |f:1.2|. Reaction conditions: time 1 hour. Yields the product ClC1=NC=CC2=C1C(=NN2C(C2=CC=CC=C2)(C2=CC=CC=C2)C2=CC=CC=C2)I (4-chloro-3-iodo-1-trityl-1H-pyrazolo[4,3-c]pyridine). Solvent: CN(C)C=O (DMF). Starting materials: ClC1=NC=CC2=C1C(=NN2)I (4-chloro-3-iodo-1H-pyrazolo[4,3-c]pyridine), [H-].[Na+] (sodium hydride), O (water), C(C1=CC=CC=C1)(C1=CC=CC=C1)(C1=CC=CC=C1)Cl (trityl chloride). Yield: 91.1%. Starting materials: FC1=C(C#N)C=CC(=C1)O (2-Fluoro-4-hydroxybenzonitrile), Cl.ClCC1=NC=CC=C1 (2-chloromethylpyridine hydrochloride). Yields the product FC1=C(C#N)C=CC(=C1)OCC1=NC=CC=C1 (2-Fluoro-4-(pyridin-2-ylmethoxy)benzonitrile). Yield: 72.1%. As a reaction SMILES: [F:1][C:2]1[CH:9]=[C:8]([OH:10])[CH:7]=[CH:6][C:3]=1[C:4]#[N:5].Cl.Cl[CH2:13][C:14]1[CH:19]=[CH:18][CH:17]=[CH:16][N:15]=1>>[F:1][C:2]1[CH:9]=[C:8]([O:10][CH2:13][C:14]2[CH:19]=[CH:18][CH:17]=[CH:16][N:15]=2)[CH:7]=[CH:6][C:3]=1[C:4]#[N:5] |f:1.2|. Procedure details: 2-Fluoro-4-hydroxybenzonitrile (1.0 g) and 2-chloromethylpyridine hydrochloride (1.2 g) were processed in the same manner as in Production Example 1-1 to obtain the entitled compound (1.2 g). Product: NC1=C(C=CC(=N1)NCCNC1=NC=C(C(=N1)C1=C(C=C(C=C1)Cl)Cl)C=1NC=C(N1)C)[N+](=O)[O-] ({2-[(6-amino-5-nitro(2-pyridyl))amino]ethyl}[4-(2,4-dichlorophenyl)-5-(4-methyl imidazol-2-yl)pyrimidin-2-yl]amine). Reported procedure: {2-[(6-amino-5-nitro(2-pyridyl))amino]ethyl}[4-(2,4-dichlorophenyl)-5-(4-methyl imidazol-2-yl)pyrimidin-2-yl]amine was prepared from 2-amino-6-chloro-3-nitropyridine using the general method for 6-[(2-{[4-(2,4-dichlorophenyl)-5-(4-methylimidazol-2-yl)-pyrimidin-2-yl]amino}ethyl)amino]pyridine-3-carbonitrile. Reaction SMILES: [NH2:1][C:2]1[C:7]([N+:8]([O-:10])=[O:9])=[CH:6][CH:5]=[C:4](Cl)[N:3]=1.[Cl:12][C:13]1[CH:18]=[C:17]([Cl:19])[CH:16]=[CH:15][C:14]=1[C:20]1[C:25]([C:26]2[NH:27][CH:28]=[C:29]([CH3:31])[N:30]=2)=[CH:24][N:23]=[C:22]([NH:32][CH2:33][CH2:34][NH:35]C2N=CC(C#N)=CC=2)[N:21]=1>>[NH2:1][C:2]1[N:3]=[C:4]([NH:35][CH2:34][CH2:33][NH:32][C:22]2[N:21]=[C:20]([C:14]3[CH:15]=[CH:16][C:17]([Cl:19])=[CH:18][C:13]=3[Cl:12])[C:25]([C:26]3[NH:27][CH:28]=[C:29]([CH3:31])[N:30]=3)=[CH:24][N:23]=2)[CH:5]=[CH:6][C:7]=1[N+:8]([O-:10])=[O:9]. The reactants are NC1=NC(=CC=C1[N+](=O)[O-])Cl (2-amino-6-chloro-3-nitropyridine), ClC1=C(C=CC(=C1)Cl)C1=NC(=NC=C1C=1NC=C(N1)C)NCCNC1=CC=C(C=N1)C#N (6-[(2-{[4-(2,4-dichlorophenyl)-5-(4-methylimidazol-2-yl)-pyrimidin-2-yl]amino}ethyl)amino]pyridine-3-carbonitrile). Starting materials: CO, [Cl-], COC(=O)C1=Cc2cc(Cl)cc([N+](=O)[O-])c2OCC1, [Fe], [NH4+], O. Yields the product COC(=O)C1=Cc2cc(Cl)cc(N)c2OCC1. As a reaction SMILES: [CH3:22][OH:23].[Cl-:1].[Cl:3][c:4]1[cH:5][c:6]([N+:19]([O-:20])=[O:21])[c:7]2[c:8]([cH:18]1)[CH:9]=[C:10]([C:14](=[O:15])[O:16][CH3:17])[CH2:11][CH2:12][O:13]2.[Fe:25].[NH4+:2].[OH2:24]>>[Cl:3][c:4]1[cH:5][c:6]([NH2:19])[c:7]2[c:8]([cH:18]1)[CH:9]=[C:10]([C:14](=[O:15])[O:16][CH3:17])[CH2:11][CH2:12][O:13]2. Starting materials: C(C(=O)C1=CC=CC=C1)Br (phenacyl bromide), C(CS)S (ethane-1,2-dithiol). Run in C1=CC=CC=C1 (benzene). Reaction conditions: time 2 day. The product is C1(=CC=CC=C1)C=1SCCSC1 (2-phenyl-5,6-dihydro-1,4-dithiin). Reaction SMILES: [CH2:1](Br)[C:2]([C:4]1[CH:9]=[CH:8][CH:7]=[CH:6][CH:5]=1)=O.[CH2:11]([SH:14])[CH2:12][SH:13]>C1C=CC=CC=1>[C:4]1([C:2]2[S:13][CH2:12][CH2:11][S:14][CH:1]=2)[CH:9]=[CH:8][CH:7]=[CH:6][CH:5]=1. Procedure details: By following substantially the procedure of Example 4, Step A, phenacyl bromide (95.0 g.) and ethane-1,2-dithiol (40.0 ml.) in benzene (500 ml.) is allowed to stand for 2 days at room temperature (until gas chromatography indicates the absence of starting material). Solid by-product is removed by filtration and the filtrate is washed with aqueous sodium bicarbonate solution and water. The product solution is dried over anhydrous sodium sulfate. Solvent is removed by distillation and the residual...